From a dataset of the Open Reaction Database (ORD), a public repository of structured organic reaction records. describe an organic reaction: reactants, conditions, products, and yield Reactants: BrC1=C(OC(C2=CC=CC=C12)=O)C(O[SiH2]C(C)(C)C)(C)C (4-Bromo-3-(tert-butyl-dimethyl-silanyloxymethyl)-isochromen-1-one), FC=1C=C(C=CC1F)B(O)O (3,4-Difluorophenylboronic acid), C(=O)([O-])[O-].[Na+].[Na+] (Na2CO3), resultant mixture. Reagents/catalysts: C1=CC=C(C=C1)P([C-]2C=CC=C2)C3=CC=CC=C3.C1=CC=C(C=C1)P([C-]2C=CC=C2)C3=CC=CC=C3.Cl[Pd]Cl.[Fe+2] (Pd(dppf)Cl2). Run in O1CCOCC1.O (dioxane H2O). Product: C(C)(C)(C)[SiH2]OC(C=1OC(C2=CC=CC=C2C1C1=C(C(=CC=C1)F)F)=O)(C)C (3-(tert-Butyl-dimethyl-silanyloxymethyl)-4-(2,3-difluoro-phenyl)-isochromen-1-one). Isolated yield 85.0%. RXN SMILES: Br[C:2]1[C:11]2[C:6](=[CH:7][CH:8]=[CH:9][CH:10]=2)[C:5](=[O:12])[O:4][C:3]=1[C:13]([CH3:21])([CH3:20])[O:14][SiH2:15][C:16]([CH3:19])([CH3:18])[CH3:17].[F:22][C:23]1[CH:24]=[C:25](B(O)O)[CH:26]=[CH:27][C:28]=1[F:29].C([O-])([O-])=O.[Na+].[Na+]>O1CCOCC1.O.C1C=CC(P(C2C=CC=CC=2)[C-]2C=CC=C2)=CC=1.C1C=CC(P(C2C=CC=CC=2)[C-]2C=CC=C2)=CC=1.Cl[Pd]Cl.[Fe+2]>[C:16]([SiH2:15][O:14][C:13]([CH3:21])([CH3:20])[C:3]1[O:4][C:5](=[O:12])[C:6]2[C:11]([C:2]=1[C:27]1[CH:26]=[CH:25][CH:24]=[C:23]([F:22])[C:28]=1[F:29])=[CH:10][CH:9]=[CH:8][CH:7]=2)([CH3:19])([CH3:18])[CH3:17] |f:2.3.4,5.6,7.8.9.10|. Reported procedure: To a solution of 4-Bromo-3-(tert-butyl-dimethyl-silanyloxymethyl)-isochromen-1-one (1.3 g, 3.53 mmol) in 15 ml of dioxane/H2O (5:1) was added 3,4-Difluorophenylboronic acid (0.83 g, 5.3 mmol) and Na2CO3(0.75 g, 7.06 mmol), then Pd(dppf)Cl2 (0.26 g, 0.35 mmol). Then the resultant mixture was stirred for 2 hours at 90° C. under N2. TLC showed SM was consumed, the reaction mixture was cooled to RT, removed the solvent, the residue was purified by column chromatography on silica gel eluted with (PE:... Reactants: N12C(CC(CC1)CC2)C(=O)OCC (Ethyl quinuclidine-2-carboxylate), C(C)(C)[N-]C(C)C.[Li+] (lithium diisopropylamide), N1CC2(CC1)N1CCC(C2)C1 (spiro[1-azabicyclo[2.2.1]heptane-2,3′-pyrrolidine]), BrCC1CCOCC1 (4-(bromomethyl)tetrahydropyran), [N+](=O)([O-])C=C (nitroethylene), N12C(CC(CC1)CC2)C(=O)OCC (Ethyl quinuclidine-2-carboxylate), N12C(CC(CC1)C2)C(=O)OCC (ethyl 1-azabicyclo[2.2.1]heptane-2-carboxylate), Formula 2, N1CC2(CC1)N1CCC(C2)CC1 (spiro[1-azabicyclo[2.2.2]octane-2,3′-pyrrolidine]), (4-bromomethyl)tetrahydropyran. Reagents/catalysts: [Ni] (Raney nickel). Product: spirolactam, N1C(C2(CC1)N1CCC(C2)CC1)=O (spiro[azabicyclo[2.2.2]octane-2,3′-pyrrolidine]-2′-one). As a reaction SMILES: [NH:1]1[CH2:5][CH2:4][C:3]2([CH2:10][CH:9]3[CH2:11][CH2:12][N:6]2[CH2:7][CH2:8]3)[CH2:2]1.N1CCC2(CC3CN2CC3)C1.N12CCC(CC1)CC2C(OCC)=[O:33].N12CC(CC1)CC2C(OCC)=O.BrCC1CCOCC1.C([N-]C(C)C)(C)C.[Li+].[N+](C=C)([O-])=O>[Ni]>[NH:1]1[CH2:5][CH2:4][C:3]2([CH2:10][CH:9]3[CH2:8][CH2:7][N:6]2[CH2:12][CH2:11]3)[C:2]1=[O:33] |f:5.6|. Procedure details: The compounds of Formula 2, wherein u=1, v=2, w=1, x=0, y=2 and z=2, possess the spiro[1-azabicyclo[2.2.2]octane-2,3′-pyrrolidine] core and can be prepared in a manner similar to that for the corresponding spiro[1-azabicyclo[2.2.1]heptane-2,3′-pyrrolidine], as seen in Scheme 11. Ethyl quinuclidine-2-carboxylate can be generated from (4-bromomethyl)tetrahydropyran by the procedures discussed previously for ethyl 1-azabicyclo[2.2.1]heptane-2-carboxylate. The requisite 4-(bromomethyl)tetrahydropyra... Starting materials: Cn1c(-c2cncc(CN3CCC(NC(=O)OC(C)(C)C)C3)c2)c(C#N)c2ccc(Cl)cc21, ClCCl, O=C(O)C(F)(F)F. Product: Cn1c(-c2cncc(CN3CCC(N)C3)c2)c(C#N)c2ccc(Cl)cc21. RXN SMILES: [C:1]([O:2][C:3](=[O:4])[NH:7][CH:8]1[CH2:9][N:10]([CH2:13][c:14]2[cH:15][n:16][cH:17][c:18](-[c:20]3[n:21]([CH3:32])[c:22]4[cH:23][c:24]([Cl:31])[cH:25][cH:26][c:27]4[c:28]3[C:29]#[N:30])[cH:19]2)[CH2:11][CH2:12]1)([CH3:5])([CH3:6])[CH3:33].[Cl:41][CH2:42][Cl:43].[F:34][C:35]([F:36])([F:37])[C:38]([OH:39])=[O:40]>>[NH2:7][CH:8]1[CH2:9][N:10]([CH2:13][c:14]2[cH:15][n:16][cH:17][c:18](-[c:20]3[n:21]([CH3:32])[c:22]4[cH:23][c:24]([Cl:31])[cH:25][cH:26][c:27]4[c:28]3[C:29]#[N:30])[cH:19]2)[CH2:11][CH2:12]1. Product: COc1cc2c(Oc3cc4ccccc4nc3C)ccnc2cc1OCCCl. RXN SMILES: [C:30](=[O:31])([O-:32])[O-:33].[CH3:1][O:2][c:3]1[cH:4][c:5]2[c:6]([O:14][c:15]3[c:16]([CH3:25])[n:17][c:18]4[cH:19][cH:20][cH:21][cH:22][c:23]4[cH:24]3)[cH:7][cH:8][n:9][c:10]2[cH:11][c:12]1[OH:13].[CH3:37][N:38]([CH3:39])[CH:40]=[O:41].[Cl:26][CH2:27][CH2:28][Br:29].[K+:34].[K+:35].[OH2:36]>>[CH3:1][O:2][c:3]1[cH:4][c:5]2[c:6]([O:14][c:15]3[c:16]([CH3:25])[n:17][c:18]4[cH:19][cH:20][cH:21][cH:22][c:23]4[cH:24]3)[cH:7][cH:8][n:9][c:10]2[cH:11][c:12]1[O:13][CH2:28][CH2:27][Cl:26]. Starting materials: O=C([O-])[O-], COc1cc2c(Oc3cc4ccccc4nc3C)ccnc2cc1O, CN(C)C=O, ClCCBr, [K+], [K+], O. Starting materials: CCO, COC(=O)c1ccc2c(C3CCCCC3)c3n(c2c1)CCOc1c-3cccc1[N+](=O)[O-], [Cl-], [Fe], [NH4+], C1CCOC1, O. Product: COC(=O)c1ccc2c(C3CCCCC3)c3n(c2c1)CCOc1c(N)cccc1-3. As a reaction SMILES: [CH3:39][CH2:40][OH:41].[CH:1]1([c:7]2[c:8]3[c:9]([n:10]4[c:16]2-[c:15]2[c:14]([c:20]([N+:21]([O-:22])=[O:23])[cH:19][cH:18][cH:17]2)[O:13][CH2:12][CH2:11]4)[cH:24][c:25]([C:28](=[O:29])[O:30][CH3:31])[cH:26][cH:27]3)[CH2:2][CH2:3][CH2:4][CH2:5][CH2:6]1.[Cl-:32].[Fe:43].[NH4+:33].[O:34]1[CH2:35][CH2:36][CH2:37][CH2:38]1.[OH2:42]>>[CH:1]1([c:7]2[c:8]3[c:9]([n:10]4[c:16]2-[c:15]2[c:14]([c:20]([NH2:21])[cH:19][cH:18][cH:17]2)[O:13][CH2:12][CH2:11]4)[cH:24][c:25]([C:28](=[O:29])[O:30][CH3:31])[cH:26][cH:27]3)[CH2:2][CH2:3][CH2:4][CH2:5][CH2:6]1. The reactants are [N+](=O)([O-])C1=CC=C(COC(=O)N2[C@@H](C[C@H](C2)O[Si](C)(C)C(C)(C)C)CCO)C=C1 ((2R,4R)-1-p-Nitrobenzyloxycarbonyl-2-(2-hydroxyethyl)-4-t-butyldimethylsilyloxypyrrolidine), C(C)(=O)OC(C)=O (acetic anhydride). Run in N1=CC=CC=C1 (pyridine), C(C)OCC (diethyl ether). Reaction conditions: time 1 hour. Product: [N+](=O)([O-])C1=CC=C(COC(=O)N2[C@@H](C[C@H](C2)O[Si](C)(C)C(C)(C)C)CCOC(C)=O)C=C1 ((2R,4R)-1-p-nitrobenzyloxycarbonyl-2-(2-acetoxyethyl)-4-t-butyldimethylsilyloxypyrrolidine). RXN SMILES: [N+:1]([C:4]1[CH:29]=[CH:28][C:7]([CH2:8][O:9][C:10]([N:12]2[CH2:16][C@H:15]([O:17][Si:18]([C:21]([CH3:24])([CH3:23])[CH3:22])([CH3:20])[CH3:19])[CH2:14][C@H:13]2[CH2:25][CH2:26][OH:27])=[O:11])=[CH:6][CH:5]=1)([O-:3])=[O:2].[C:30](OC(=O)C)(=[O:32])[CH3:31]>N1C=CC=CC=1.C(OCC)C>[N+:1]([C:4]1[CH:5]=[CH:6][C:7]([CH2:8][O:9][C:10]([N:12]2[CH2:16][C@H:15]([O:17][Si:18]([C:21]([CH3:23])([CH3:24])[CH3:22])([CH3:20])[CH3:19])[CH2:14][C@H:13]2[CH2:25][CH2:26][O:27][C:30](=[O:32])[CH3:31])=[O:11])=[CH:28][CH:29]=1)([O-:3])=[O:2]. Reported procedure: (2R,4R)-1-p-Nitrobenzyloxycarbonyl-2-(2-hydroxyethyl)-4-t-butyldimethylsilyloxypyrrolidine (900 mg) was dissolved in 2.25 ml of dry pyridine, and 2.25 ml of acetic anhydride was added to the solution at room temperature, followed by stirring for 1 hour. The reaction mixture was diluted with diethyl ether, washed successively with brine, a diluted aqueous hydrochloric acid, brine, a diluted aqueous sodium hydroxide solution and brine, dired over anhydrous sodium sulfate to give (2R,4R)-1-p-nitrob...